Dataset: the Open Reaction Database (ORD), a public repository of structured organic reaction records. Task: describe an organic reaction: reactants, conditions, products, and yield The reactants are C(#N)C(C(=O)OC)C1=CC=C(C(=O)OC(C)(C)C)C=C1 (tert-butyl 4-(1-cyano-2-methoxy-2-oxoethyl)benzoate), Cl (HCl). The reagents and catalysts are [Pd] (Pd/C). The solvent is CO (MeOH). Reaction conditions: time 24 hour. The product is Cl.NCC(C(=O)OC)C1=CC=C(C(=O)OC(C)(C)C)C=C1 (tert-butyl 4-[1-(aminomethyl)-2-methoxy-2-oxoethyl]benzoate hydrochloride). RXN SMILES: [C:1]([CH:3]([C:8]1[CH:20]=[CH:19][C:11]([C:12]([O:14][C:15]([CH3:18])([CH3:17])[CH3:16])=[O:13])=[CH:10][CH:9]=1)[C:4]([O:6][CH3:7])=[O:5])#[N:2].[ClH:21]>CO.[Pd]>[ClH:21].[NH2:2][CH2:1][CH:3]([C:8]1[CH:9]=[CH:10][C:11]([C:12]([O:14][C:15]([CH3:16])([CH3:17])[CH3:18])=[O:13])=[CH:19][CH:20]=1)[C:4]([O:6][CH3:7])=[O:5] |f:4.5|. Reported procedure: To a solution of tert-butyl 4-(1-cyano-2-methoxy-2-oxoethyl)benzoate (3.51 g, 12.8 mmol) in MeOH (120 mL) were added concentrated HCl (2.0 mL) and Pd/C (10% wt, 850 mg). An H2 balloon was attached, and after evacuating and filling with H2 three times, the reaction was stirred at room temperature for 24 h. The black solution was then filtered through Celite and evaporated to give tert-butyl 4-[1-(aminomethyl)-2-methoxy-2-oxoethyl]benzoate hydrochloride as an off-white powder that was carried on w... Reagents/catalysts: [Pd] (Pd/C). Starting materials: CC(C(=O)ON[C@@H](CSC1=C(C(=CC=C1)OC)[N+](=O)[O-])C(=O)O)(C)C (N-[(2,2-dimethylpropanoyl)oxy]-S-(3-methoxy-2-nitrophenyl)-L-cysteine). The yield is 80.5%. RXN SMILES: [CH3:1][C:2]([CH3:25])([CH3:24])[C:3]([O:5][NH:6][C@H:7]([C:21]([OH:23])=[O:22])[CH2:8][S:9][C:10]1[CH:15]=[CH:14][CH:13]=[C:12]([O:16][CH3:17])[C:11]=1[N+:18]([O-])=O)=[O:4]>[Pd].CO>[NH2:18][C:11]1[C:12]([O:16][CH3:17])=[CH:13][CH:14]=[CH:15][C:10]=1[S:9][CH2:8][C@@H:7]([C:21]([OH:23])=[O:22])[NH:6][O:5][C:3](=[O:4])[C:2]([CH3:1])([CH3:24])[CH3:25]. The solvent is CO (methanol). Reported procedure: 2.43 g of 53 (6.53 mmol), 285 mg of Pd/C (10%) and 174 mL of methanol are hydrogenated at 5 bar for 10 hours at 20° C. in an autoclave. After filtering off the catalyst through Celite, the solvent is evaporated off and 1.8 g of expected product 54 are obtained (brown oil), which product is used directly in the following step. The product is NC1=C(C=CC=C1OC)SC[C@H](NOC(C(C)(C)C)=O)C(=O)O (S-(2-amino-3-methoxyphenyl)-N-[(2,2-dimethylpropanoyl)oxy]-L-cysteine).